From a dataset of the Open Reaction Database (ORD), a public repository of structured organic reaction records. describe an organic reaction: reactants, conditions, products, and yield Starting materials: C(C)OC(COCCC)=O (propoxy-acetic acid ethyl ester), C[Si](CCOCN1C=CC2=CC(=CC=C12)C=O)(C)C (1-(2-trimethylsilanyl-ethoxymethyl)-1H-indole-5-carbaldehyde), [Li].C(C)(C)[N-]C(C)C (lithium diisopropylamide). The solvent is O1CCCC1 (tetrahydrofuran), O1CCCC1 (tetrahydrofuran), O1CCCC1 (tetrahydrofuran). Reaction conditions: temperature -78 celsius, time 30 minute. Product: C(C)OC(C(C(C=1C=C2C=CN(C2=CC1)COCC[Si](C)(C)C)O)OCCC)=O (3-hydroxy-2-propoxy-3-[1-(2-trimethylsilanyl-ethoxymethyl)-1H-indol-5-yl]-propionic acid ethyl ester). Isolated yield 91.8%. As a reaction SMILES: [Li].C([N-]C(C)C)(C)C.[CH2:9]([O:11][C:12](=[O:18])[CH2:13][O:14][CH2:15][CH2:16][CH3:17])[CH3:10].[CH3:19][Si:20]([CH3:37])([CH3:36])[CH2:21][CH2:22][O:23][CH2:24][N:25]1[C:33]2[C:28](=[CH:29][C:30]([CH:34]=[O:35])=[CH:31][CH:32]=2)[CH:27]=[CH:26]1>O1CCCC1>[CH2:9]([O:11][C:12](=[O:18])[CH:13]([O:14][CH2:15][CH2:16][CH3:17])[CH:34]([OH:35])[C:30]1[CH:29]=[C:28]2[C:33](=[CH:32][CH:31]=1)[N:25]([CH2:24][O:23][CH2:22][CH2:21][Si:20]([CH3:36])([CH3:19])[CH3:37])[CH:26]=[CH:27]2)[CH3:10] |f:0.1,^1:0|. Procedure details: To a solution of 30 mmol lithium-diisopropylamide in 50 ml tetrahydrofuran were added at −78° C. 4.39 g propoxy-acetic acid ethyl ester [Journal of the American Chemical Society (1996), 118(41), 9901-9907] dissolved in 25 ml of tetrahydrofuran; after 30 min. stirring at −78° C., a solution of 3.31 g 1-(2-trimethylsilanyl-ethoxymethyl)-1H-indole-5-carbaldehyde in 30 ml tetrahydrofuran was added and after another 30 min., the reaction mixture was quenched with 25 ml H2O and then warmed up to ambie... The reactants are [OH-].[NH4+] (ammonium hydroxide), ClC(=O)C(CCN1C(=NC2=C1C=CC=C2C)COC2=CC=C(C=C2)Cl)C (1-[3-(chlorocarbonyl)butyl]-2-[(4-chlorophenoxy)methyl]-4-methylbenzimidazole). Solvent: CO (methanol). Conditions: time 64 hour. Product: C(N)(=O)C(CCN1C(=NC2=C1C=CC=C2C)COC2=CC=C(C=C2)Cl)C (1-[3-(carbamoyl)butyl]-2-[(4-chlorophenoxy)methyl]-4-methylbenzimidazole). Isolated yield 73.0%. RXN SMILES: [OH-].[NH4+:2].Cl[C:4]([CH:6]([CH3:28])[CH2:7][CH2:8][N:9]1[C:13]2[CH:14]=[CH:15][CH:16]=[C:17]([CH3:18])[C:12]=2[N:11]=[C:10]1[CH2:19][O:20][C:21]1[CH:26]=[CH:25][C:24]([Cl:27])=[CH:23][CH:22]=1)=[O:5]>CO>[C:4]([CH:6]([CH3:28])[CH2:7][CH2:8][N:9]1[C:13]2[CH:14]=[CH:15][CH:16]=[C:17]([CH3:18])[C:12]=2[N:11]=[C:10]1[CH2:19][O:20][C:21]1[CH:22]=[CH:23][C:24]([Cl:27])=[CH:25][CH:26]=1)(=[O:5])[NH2:2] |f:0.1|. Procedure details: In an ammonium hydroxide solution (28%, 10 ml) was placed 1-[3-(chlorocarbonyl)butyl]-2-[(4-chlorophenoxy)methyl]-4-methylbenzimidazole (400 mg, 1.0 mmol). To this mixture 10 ml of methanol were added, to enhance solubility and the mixture was stirred for about 64 hours at room temperature. The reaction mixture was then concentrated under reduced pressure to produce a tan foam. The crude material was further purified by flash silica gel chromatography, eluting with a gradient solvent of 19:1 eth... The reactants are C(C)(C)(C)OC(=O)N1CCC2=C(CC1)C(=C(C=C2)Cl)SC(N(C)C)=O (3-tert-butoxycarbonyl-7-chloro-6-dimethylcarbamoylthio-2,3,4,5-tetrahydro-1H-benzo[d]azepine), CS(=O)(=O)OC(C(F)(F)F)C1=NC=CC=C1 ((±)-2-[1-methanesulfonyloxy-(2,2,2-trifluoroethyl)]-pyridine). Yields the product Cl.ClC1=C(C2=C(CCNCC2)C=C1)SC(C(F)(F)F)C1=NC=CC=C1 ((±)-7-Chloro-6-(2,2,2-trifluoro-1-pyridin-2-yl-ethylthio)-2,3,4,5-tetrahydro-1H-benzo[d]azepine Hydrochloride). RXN SMILES: C(OC([N:8]1[CH2:14][CH2:13][C:12]2[C:15]([S:20]C(=O)N(C)C)=[C:16]([Cl:19])[CH:17]=[CH:18][C:11]=2[CH2:10][CH2:9]1)=O)(C)(C)C.CS(O[CH:31]([C:36]1[CH:41]=[CH:40][CH:39]=[CH:38][N:37]=1)[C:32]([F:35])([F:34])[F:33])(=O)=O>>[ClH:19].[Cl:19][C:16]1[CH:17]=[CH:18][C:11]2[CH2:10][CH2:9][NH:8][CH2:14][CH2:13][C:12]=2[C:15]=1[S:20][CH:31]([C:36]1[CH:41]=[CH:40][CH:39]=[CH:38][N:37]=1)[C:32]([F:33])([F:34])[F:35] |f:2.3|. Procedure details: Use a method similar to the Preparation 177 to react 3-tert-butoxycarbonyl-7-chloro-6-dimethylcarbamoylthio-2,3,4,5-tetrahydro-1H-benzo[d]azepine with (±)-2-[1-methanesulfonyloxy-(2,2,2-trifluoroethyl)]-pyridine. Use a method similar to the General Procedure 1-5, basic workup, and a method similar to the General Procedure 2-2 to give the title compound as a white solid. MS (APCI+) m/z: 373 (M+H)+. Yields the product CC(C)Cn1cnc2c(N)nc3ccccc3c21. Reaction SMILES: [C:41]([NH:42][NH2:43])(=[O:44])[c:45]1[c:47]([C:52]([NH:46][NH2:53])=[O:54])[cH:48][cH:49][cH:50][cH:51]1.[CH2:1]([CH:2]([CH3:3])[CH3:4])[n:5]1[cH:6][n:7][c:8]2[c:9](-[c:18]3[cH:19][cH:20][cH:21][c:22]4[c:28]3[C:26](=[O:27])[NH:25][C:23]4=[O:24])[n:10][c:11]3[cH:12][cH:13][cH:14][cH:15][c:16]3[c:17]12.[CH2:32]([OH:33])[CH2:34][CH2:35][CH2:36][CH2:37][CH:38]([CH3:39])[CH3:40].[CH3:57][OH:58].[ClH:55].[NH2:30][NH2:31].[OH2:29].[OH2:56]>>[CH2:1]([CH:2]([CH3:3])[CH3:4])[n:5]1[cH:6][n:7][c:8]2[c:9]([NH2:46])[n:10][c:11]3[cH:12][cH:13][cH:14][cH:15][c:16]3[c:17]12. Reactants: NNC(=O)c1ccccc1C(=O)NN, CC(C)Cn1cnc2c(-c3cccc4c3C(=O)NC4=O)nc3ccccc3c21, CC(C)CCCCCO, CO, Cl, NN, O, O. Reactants: ClC(Cl)Cl, Cc1cc(OCC(C)(C)O)cc(C)c1-c1cccc(COc2ccc(CO)cc2)c1. The product is Cc1cc(OCC(C)(C)O)cc(C)c1-c1cccc(COc2ccc(C=O)cc2)c1. RXN SMILES: [CH:31]([Cl:32])([Cl:33])[Cl:34].[OH:1][CH2:2][c:3]1[cH:4][cH:5][c:6]([O:7][CH2:8][c:9]2[cH:10][c:11](-[c:15]3[c:16]([CH3:28])[cH:17][c:18]([O:22][CH2:23][C:24]([CH3:25])([OH:26])[CH3:27])[cH:19][c:20]3[CH3:21])[cH:12][cH:13][cH:14]2)[cH:29][cH:30]1>>[O:1]=[CH:2][c:3]1[cH:4][cH:5][c:6]([O:7][CH2:8][c:9]2[cH:10][c:11](-[c:15]3[c:16]([CH3:28])[cH:17][c:18]([O:22][CH2:23][C:24]([CH3:25])([OH:26])[CH3:27])[cH:19][c:20]3[CH3:21])[cH:12][cH:13][cH:14]2)[cH:29][cH:30]1.